Dataset: the Open Reaction Database (ORD), a public repository of structured organic reaction records. Task: describe an organic reaction: reactants, conditions, products, and yield Starting materials: C(C)(C)(C)OC(=O)[C@@H](C\C=C\C1=CC=CC=C1)[C@H](C(=O)NNCC(C)C)CC(C)C ((E)-2(R)-[1(S)-(tertbutoxycarbonyl)-4-phenyl-3-butenyl]-2′-isobutyl-4-methylvalerohydrazide), N1=CC=CC=C1 (pyridine), ClC(=O)OC (methyl chloroformate). The reagents and catalysts are CN(C1=CC=NC=C1)C (4-dimethylaminopyridine). Run in ClCCl (dichloromethane), ClCCl (dichloromethane). Reaction conditions: temperature 0 celsius, time 1 hour. The product is C(C)(C)(C)OC(=O)[C@@H](C\C=C\C1=CC=CC=C1)[C@H](C(=O)NN(C(=O)OC)CC(C)C)CC(C)C (methyl (E)-3-[2(R)-[1(S)-(tertbutoxycarbonyl)-4-phenyl-3-butenyl]-4-methylvaleryl]-2-isobutylcarbazate). Reaction SMILES: [C:1]([O:5][C:6]([C@H:8]([C@@H:18]([CH2:27][CH:28]([CH3:30])[CH3:29])[C:19]([NH:21][NH:22][CH2:23][CH:24]([CH3:26])[CH3:25])=[O:20])[CH2:9]/[CH:10]=[CH:11]/[C:12]1[CH:17]=[CH:16][CH:15]=[CH:14][CH:13]=1)=[O:7])([CH3:4])([CH3:3])[CH3:2].N1C=CC=CC=1.Cl[C:38]([O:40][CH3:41])=[O:39]>ClCCl.CN(C)C1C=CN=CC=1>[C:1]([O:5][C:6]([C@H:8]([C@@H:18]([CH2:27][CH:28]([CH3:30])[CH3:29])[C:19]([NH:21][N:22]([CH2:23][CH:24]([CH3:25])[CH3:26])[C:38]([O:40][CH3:41])=[O:39])=[O:20])[CH2:9]/[CH:10]=[CH:11]/[C:12]1[CH:17]=[CH:16][CH:15]=[CH:14][CH:13]=1)=[O:7])([CH3:3])([CH3:4])[CH3:2]. Procedure details: 0.50 g of (E)-2(R)-[1(S)-(tertbutoxycarbonyl)-4-phenyl-3-butenyl]-2′-isobutyl-4-methylvalerohydrazide and 0.12 ml of pyridine were dissolved in 10 ml of dichloromethane and cooled to 0° C. under nitrogen. 0.12 ml of methyl chloroformate and a few crystals of 4-dimethylaminopyridine were added in succession and the mixture was left to come to room temperature and then stirred for 1 hour. The mixture was diluted with dichloromethane and then washed in succession with 5% aqueous sodium hydrogen car... Reported procedure: In the manner given in Example 1, 8,9-dimethyl-6,11-dihydro-11-[(4-methylpiperazino)acetyl]-5H-pyrido[2,3-b][1,5]benzodiazepin-5-one is reacted with phosphorus pentasulfide in pyridine to give 8,9-dimethyl-6,11-dihydro-11-[(4-methylpiperazino)acetyl]-5H-pyrido[2,3-b][1,5]benzodiazepin-5-thione. As a reaction SMILES: [CH3:1][C:2]1[C:3]([CH3:28])=[CH:4][C:5]2[N:11]([C:12](=[O:21])[CH2:13][N:14]3[CH2:19][CH2:18][N:17]([CH3:20])[CH2:16][CH2:15]3)[C:10]3[N:22]=[CH:23][CH:24]=[CH:25][C:9]=3[C:8](=O)[NH:7][C:6]=2[CH:27]=1.P12(SP3(SP(SP(S3)(S1)=S)(=S)S2)=S)=[S:30]>N1C=CC=CC=1>[CH3:1][C:2]1[C:3]([CH3:28])=[CH:4][C:5]2[N:11]([C:12](=[O:21])[CH2:13][N:14]3[CH2:19][CH2:18][N:17]([CH3:20])[CH2:16][CH2:15]3)[C:10]3[N:22]=[CH:23][CH:24]=[CH:25][C:9]=3[C:8](=[S:30])[NH:7][C:6]=2[CH:27]=1. Yields the product CC=1C(=CC2=C(NC(C3=C(N2C(CN2CCN(CC2)C)=O)N=CC=C3)=S)C1)C (8,9-dimethyl-6,11-dihydro-11-[(4-methylpiperazino)acetyl]-5H-pyrido[2,3-b][1,5]benzodiazepin-5-thione). Solvent: N1=CC=CC=C1 (pyridine). Reactants: CC=1C(=CC2=C(NC(C3=C(N2C(CN2CCN(CC2)C)=O)N=CC=C3)=O)C1)C (8,9-dimethyl-6,11-dihydro-11-[(4-methylpiperazino)acetyl]-5H-pyrido[2,3-b][1,5]benzodiazepin-5-one), P12(=S)SP3(=S)SP(=S)(S1)SP(=S)(S2)S3 (phosphorus pentasulfide).